This data is from the Open Reaction Database (ORD), a public repository of structured organic reaction records. The task is: describe an organic reaction: reactants, conditions, products, and yield The reactants are OC1=CC=C(C=C1)C1=CC=CC=C1 (4-hydroxybiphenyl), C(C)(=O)Cl (acetyl chloride), [Al+3].[Cl-].[Cl-].[Cl-] (AlCl3). Product: C(C)(=O)OC1=CC=C(C=C1)C1=CC=CC=C1 (4-acetoxybiphenyl). Yield: 94.0%. RXN SMILES: [OH:1][C:2]1[CH:7]=[CH:6][C:5]([C:8]2[CH:13]=[CH:12][CH:11]=[CH:10][CH:9]=2)=[CH:4][CH:3]=1.[C:14](Cl)(=[O:16])[CH3:15].[Al+3].[Cl-].[Cl-].[Cl-]>>[C:14]([O:1][C:2]1[CH:3]=[CH:4][C:5]([C:8]2[CH:13]=[CH:12][CH:11]=[CH:10][CH:9]=2)=[CH:6][CH:7]=1)(=[O:16])[CH3:15] |f:2.3.4.5|. Reported procedure: When a mixture of 4-hydroxybiphenyl with acetyl chloride and AlCl3 in a molar ratio of 1:1:1 was reacted for 1 hr, only 4-acetoxybiphenyl ##STR66## was obtained in a yield of 94%. The reactants are ClCCl, CCOC(=O)c1cnc(SC)nc1Nc1ccc2[nH]ncc2c1, CNCCO, CO, CN(C)C=O, [Na+], [OH-], O, O=S(Cl)Cl. Product: CSc1ncc(C(=O)N(C)CCO)c(Nc2ccc3[nH]ncc3c2)n1. As a reaction SMILES: [CH2:43]([Cl:44])[Cl:45].[CH2:5]([O:6][C:8](=[O:9])[c:10]1[c:11]([NH:18][c:19]2[cH:20][c:21]3[cH:22][n:23][nH:24][c:25]3[cH:26][cH:27]2)[n:12][c:13]([S:16][CH3:17])[n:14][cH:15]1)[CH3:7].[CH3:28][NH:29][CH2:30][CH2:31][OH:32].[CH3:35][OH:36].[CH3:38][N:39]([CH3:40])[CH:41]=[O:42].[Na+:34].[OH-:33].[OH2:37].[S:1]([Cl:2])([Cl:3])=[O:4]>>[C:8](=[O:9])([c:10]1[c:11]([NH:18][c:19]2[cH:20][c:21]3[cH:22][n:23][nH:24][c:25]3[cH:26][cH:27]2)[n:12][c:13]([S:16][CH3:17])[n:14][cH:15]1)[N:29]([CH3:28])[CH2:30][CH2:31][OH:32].